From a dataset of the Open Reaction Database (ORD), a public repository of structured organic reaction records. describe an organic reaction: reactants, conditions, products, and yield Starting materials: C(C)(C)(C)C1=NC=C(C(=N1)OCC)C=1N(C(C(N1)(C)C1=CC=C(C=C1)Cl)(C)C1=CC=C(C=C1)Cl)C(=O)Cl (rac-(4S*,5R*)-2-(2-tert-butyl-4-ethoxy-pyrimidin-5-yl)-4,5-bis-(4-chloro-phenyl)-4,5-dimethyl-4,5-dihydro-imidazole-1-carbonyl chloride), N1(CCCCC1)C1CCNCC1 (4-piperidino-piperidine). Yields the product N1(CCCCC1)C1CCN(CC1)C(=O)N1C(=NC(C1(C)C1=CC=C(C=C1)Cl)(C)C1=CC=C(C=C1)Cl)C=1C(=NC(=NC1)C(C)(C)C)OCC ([1,4′]Bipiperidinyl-1′-yl-[2-(2-tert-butyl-4-ethoxy-pyrimidin-5-yl)-4,5-bis-(4-chloro-phenyl)-4,5-dimethyl-4,5-dihydro-imidazol-1-yl]-methanone). As a reaction SMILES: [C:1]([C:5]1[N:10]=[C:9]([O:11][CH2:12][CH3:13])[C:8]([C:14]2[N:15]([C:35](Cl)=[O:36])[C:16]([C:28]3[CH:33]=[CH:32][C:31]([Cl:34])=[CH:30][CH:29]=3)([CH3:27])[C:17]([C:20]3[CH:25]=[CH:24][C:23]([Cl:26])=[CH:22][CH:21]=3)([CH3:19])[N:18]=2)=[CH:7][N:6]=1)([CH3:4])([CH3:3])[CH3:2].[N:38]1([CH:44]2[CH2:49][CH2:48][NH:47][CH2:46][CH2:45]2)[CH2:43][CH2:42][CH2:41][CH2:40][CH2:39]1>>[N:38]1([CH:44]2[CH2:49][CH2:48][N:47]([C:35]([N:15]3[C:16]([C:28]4[CH:33]=[CH:32][C:31]([Cl:34])=[CH:30][CH:29]=4)([CH3:27])[C:17]([C:20]4[CH:21]=[CH:22][C:23]([Cl:26])=[CH:24][CH:25]=4)([CH3:19])[N:18]=[C:14]3[C:8]3[C:9]([O:11][CH2:12][CH3:13])=[N:10][C:5]([C:1]([CH3:4])([CH3:3])[CH3:2])=[N:6][CH:7]=3)=[O:36])[CH2:46][CH2:45]2)[CH2:43][CH2:42][CH2:41][CH2:40][CH2:39]1. Procedure details: In a manner analogous to the method described in example 3, rac-(4S*,5R*)-2-(2-tert-butyl-4-ethoxy-pyrimidin-5-yl)-4,5-bis-(4-chloro-phenyl)-4,5-dimethyl-4,5-dihydro-imidazole-1-carbonyl chloride was reacted with 4-piperidino-piperidine (Aldrich) to give the title compound as a racemic mixture. HR-MS (ES, m/z) calculated for C38H48N6O2Cl2 [(M+H)+] 691.3289, observed 691.3291. The solvent is ClCCl (dichloromethane). Procedure: There was dissolved 2.5 g (0.012 mol) of 2-[2-(ethoxycarbonylamino)ethylthio]acetic acid in 60 ml of dichloromethane and added 1. 8 5 g (0. 0 12 mol) of HOBt and 2.5 g (0.012 mol) of DCC under cooling with ice, and the mixture was stirred for 30 minutes under cooling with ice. Thereto was added 3.0 g (0.012 mol) of 3-[3-(piperidinomethyl)phenoxy]propylamine and the mixture was stirred for 18 hours at room temperature. The precipitate was filtrated off, and the filtrate was washed with 5% aqueous... Reaction SMILES: [CH2:1]([O:3][C:4]([NH:6][CH2:7][CH2:8][S:9][CH2:10][C:11]([OH:13])=O)=[O:5])[CH3:2].C1C=CC2N(O)N=NC=2C=1.C1CCC(N=C=NC2CCCCC2)CC1.[N:39]1([CH2:45][C:46]2[CH:47]=[C:48]([CH:54]=[CH:55][CH:56]=2)[O:49][CH2:50][CH2:51][CH2:52][NH2:53])[CH2:44][CH2:43][CH2:42][CH2:41][CH2:40]1>ClCCl>[N:39]1([CH2:45][C:46]2[CH:47]=[C:48]([CH:54]=[CH:55][CH:56]=2)[O:49][CH2:50][CH2:51][CH2:52][NH:53][C:11](=[O:13])[CH2:10][S:9][CH2:8][CH2:7][NH:6][C:4]([O:3][CH2:1][CH3:2])=[O:5])[CH2:44][CH2:43][CH2:42][CH2:41][CH2:40]1. The yield is 80.6%. The product is N1(CCCCC1)CC=1C=C(OCCCNC(CSCCNC(=O)OCC)=O)C=CC1 (N-[3-[3-(piperidinomethyl)phenoxy]propyl]-2-[2-(ethoxycarbonylamino)ethylthio]acetamide). The reactants are 8, C=1C=CC2=C(C1)N=NN2O (HOBt), C1CCC(CC1)N=C=NC2CCCCC2 (DCC), N1(CCCCC1)CC=1C=C(OCCCN)C=CC1 (3-[3-(piperidinomethyl)phenoxy]propylamine), C(C)OC(=O)NCCSCC(=O)O (2-[2-(ethoxycarbonylamino)ethylthio]acetic acid). Conditions: time 30 minute. The reactants are BrC1=CC(=C(C=C1)N)N (4-bromo-1,2-diaminobenzene), S([O-])(O)=O.[Na+] (sodium bisulfite), N1=C(C=CC=C1)C=O (2-pyridine carboxaldehyde). Solvent: O (water), C(C)O (ethanol). Run at temperature 90 celsius. Product: BrC1=CC2=C(NC(=N2)C2=NC=CC=C2)C=C1 (5-bromo-2-(pyridin-2-yl)-1H-benzo[d]imidazole). The yield is 40.5%. RXN SMILES: [Br:1][C:2]1[CH:7]=[CH:6][C:5]([NH2:8])=[C:4]([NH2:9])[CH:3]=1.S(=O)(O)[O-].[Na+].[N:15]1[CH:20]=[CH:19][CH:18]=[CH:17][C:16]=1[CH:21]=O>O.C(O)C>[Br:1][C:2]1[CH:7]=[CH:6][C:5]2[NH:8][C:21]([C:16]3[CH:17]=[CH:18][CH:19]=[CH:20][N:15]=3)=[N:9][C:4]=2[CH:3]=1 |f:1.2|. Reported procedure: A mixture of 4-bromo-1,2-diaminobenzene (1.00 g, 5.35 mmol), sodium bisulfite (1.02 g) in water (8 mL) and ethanol (80 mL) and 2-pyridine carboxaldehyde (0.63 g, 5.88 mmol) was heated at 90° C. for 15 h. The reaction was cooled to room temperature and concentrated under vacuum. The residue was partitioned between water (60 mL) and chloroform (80 mL) and the aqueous phase was extracted with chloroform (2×50 mL). The organic extracts were combined, dried (MgSO4), filtered and concentrated under va... Starting materials: B, CC(C)(C)OC(=O)N1CCOC(Cc2cccc(C=Cc3cccnc3)c2)C1, Cc1cc(CC2OCCN(Cc3ccccc3)C2=O)ccc1F. Product: Cc1cc(CC2CN(Cc3ccccc3)CCO2)ccc1F. As a reaction SMILES: [BH3:52].[C:1]([N:2]1[CH2:3][CH2:4][O:5][CH:6]([CH2:7][c:8]2[cH:9][cH:10][cH:11][c:12]([CH:13]=[CH:14][c:15]3[cH:16][n:17][cH:18][cH:19][cH:20]3)[cH:21]2)[CH2:22]1)([O:23][C:24]([CH3:25])([CH3:26])[CH3:27])=[O:28].[CH2:29]([c:30]1[cH:31][cH:32][cH:33][cH:34][cH:35]1)[N:36]1[C:37](=[O:51])[CH:38]([CH2:42][c:43]2[cH:44][c:45]([CH3:50])[c:46]([F:49])[cH:47][cH:48]2)[O:39][CH2:40][CH2:41]1>>[CH2:29]([c:30]1[cH:31][cH:32][cH:33][cH:34][cH:35]1)[N:36]1[CH2:37][CH:38]([CH2:42][c:43]2[cH:44][c:45]([CH3:50])[c:46]([F:49])[cH:47][cH:48]2)[O:39][CH2:40][CH2:41]1.